This data is from the Open Reaction Database (ORD), a public repository of structured organic reaction records. The task is: describe an organic reaction: reactants, conditions, products, and yield The reactants are C1(C=2C(C(N1)=O)=CC=CC2)=O.[K] (potassium phthalimide), CC1=CC=C(SC2=CC=C(CBr)C=C2)C=C1 (4-(4-methylthiophenoxy)benzylbromide), O (water). The solvent is CN(C=O)C (N,N-dimethylformamide), CN(C=O)C (N,N-dimethylformamide). Reaction conditions: time 5 hour. The product is CC1=CC=C(SC2=CC=C(CN)C=C2)C=C1 (4-(4-methylthiophenoxy)benzylamine). The yield is 77.2%. Reaction SMILES: C1(=O)[NH:5][C:4](=O)[C:3]2=[CH:7][CH:8]=[CH:9][CH:10]=[C:2]12.[K].[CH3:13][C:14]1[CH:28]=[CH:27][C:17]([S:18]C2C=CC(CBr)=CC=2)=[CH:16][CH:15]=1.O>CN(C)C=O>[CH3:13][C:14]1[CH:28]=[CH:27][C:17]([S:18][C:9]2[CH:10]=[CH:2][C:3]([CH2:4][NH2:5])=[CH:7][CH:8]=2)=[CH:16][CH:15]=1 |f:0.1,^1:11|. Procedure details: To a stirred mixture of potassium phthalimide (3.60 g, 19.4 mM) and dry N,N-dimethylformamide (200 ml) was added dropwise a solution of 4-(4-methylthiophenoxy)benzylbromide (5.00 g, 16.2 mM) in dry N,N-dimethylformamide at room temperature, the mixture was stirred for 5 h at the same temperature. The mixture was poured into water, and the mixture was extracted with toluene. The extract was washed with 5N NaOH, water and brine, dried with magnesium sulfate, and concentrated in vacuo. The residue ...